This data is from the Open Reaction Database (ORD), a public repository of structured organic reaction records. The task is: describe an organic reaction: reactants, conditions, products, and yield Reactants: [N+](=O)([O-])C1=CC=C(S1)C1=NN(C=N1)COCC[Si](C)(C)C (3-(5-nitro-2-thienyl)-1-{[2-(trimethylsilyl)ethoxy]methyl}-1H-1,2,4-triazole), C(Cl)(Cl)Cl (CHCl3), CC(C)(C)[O-].[K+] (t-BuOK). Solvent: CN(C)C=O (DMF), C1CCOC1 (THF), CN(C)C=O (DMF). Run at temperature -78 celsius, time 30 minute. Yields the product ClC(C=1C=C(SC1[N+](=O)[O-])C1=NN(C=N1)COCC[Si](C)(C)C)Cl (3-[4-(Dichloromethyl)-5-nitro-2-thienyl]-1-{[2-(trimethylsilyl)ethoxy]methyl}-1H-1,2,4-triazole). As a reaction SMILES: CC([O-])(C)C.[K+].[N+:7]([C:10]1[S:14][C:13]([C:15]2[N:19]=[CH:18][N:17]([CH2:20][O:21][CH2:22][CH2:23][Si:24]([CH3:27])([CH3:26])[CH3:25])[N:16]=2)=[CH:12][CH:11]=1)([O-:9])=[O:8].[CH:28](Cl)([Cl:30])[Cl:29]>C1COCC1.CN(C=O)C>[Cl:29][CH:28]([Cl:30])[C:11]1[CH:12]=[C:13]([C:15]2[N:19]=[CH:18][N:17]([CH2:20][O:21][CH2:22][CH2:23][Si:24]([CH3:27])([CH3:26])[CH3:25])[N:16]=2)[S:14][C:10]=1[N+:7]([O-:9])=[O:8] |f:0.1|. Procedure details: A solution of t-BuOK (9.07 g, 81 mmol) in THF (50 mL) was cooled to −78° C. before adding DMF (70 mL). A solution of 3-(5-nitro-2-thienyl)-1-{[2-(trimethylsilyl)ethoxy]methyl}-1H-1,2,4-triazole (6.60 g, 20.22 mmol) and CHCl3 (1.79 mL, 22.24 mmol) in DMF (35 mL) was added dropwise over 1 h. After complete addition, the reaction was stirred at −78° C. for 30 min, quenched with 2 N HCl, allowed to warm to room temperature, and extracted with EtOAc (2×). The combined organic layers were washed with ... Yields the product CCCn1c(N)c(N)c(S)nc1=O. Starting materials: CCCn1c(N)c(N)c(=O)[nH]c1=O, S=P12SP3(=S)SP(=S)(S1)SP(=S)(S2)S3, c1ccncc1. As a reaction SMILES: [NH2:15][c:16]1[c:17](=[O:27])[nH:18][c:19](=[O:26])[n:20]([CH2:23][CH2:24][CH3:25])[c:21]1[NH2:22].[P:1]12(=[S:2])[S:3][P:4]3(=[S:14])[S:5][P:6](=[S:12])([S:7][P:8](=[S:11])([S:9]3)[S:10]1)[S:13]2.[cH:28]1[cH:29][cH:30][n:31][cH:32][cH:33]1>>[SH:2][c:17]1[c:16]([NH2:15])[c:21]([NH2:22])[n:20]([CH2:23][CH2:24][CH3:25])[c:19](=[O:26])[n:18]1. Starting materials: COC(C(=O)OC)OC (methyl dimethoxyacetate), ClC1=C(CN)C=CC(=C1)Cl (2,4-dichlorobenzylamine). Conditions: temperature 50 celsius, time 36 hour. Product: ClC1=C(CNC(C(OC)OC)=O)C=CC(=C1)Cl (N-(2,4-Dichlorobenzyl)-2,2-dimethoxyacetamide). Reaction SMILES: [CH3:1][O:2][CH:3]([O:8][CH3:9])[C:4](OC)=[O:5].[Cl:10][C:11]1[CH:18]=[C:17]([Cl:19])[CH:16]=[CH:15][C:12]=1[CH2:13][NH2:14]>>[Cl:10][C:11]1[CH:18]=[C:17]([Cl:19])[CH:16]=[CH:15][C:12]=1[CH2:13][NH:14][C:4](=[O:5])[CH:3]([O:8][CH3:9])[O:2][CH3:1]. Procedure: Into a sealed tube were added methyl dimethoxyacetate (0.78 g, 5.8 mmol) and 2,4-dichlorobenzylamine (1.0 g, 5.8 mmol). This mixture was stirred at 50° C. for 36 h. The completed reaction mixture was transferred to a flask and re-crystallized from heptane yielding the desired product as an off-white solid. MS (ES+): m/z=278.10/280.09/282.08 [MH+]. HPLC: tR=3.03 min (ZQ2, polar—5 min). Reactants: CCCCO, CCN(C(C)C)C(C)C, NCc1cc2cccc(Cl)c2nc1-c1cccc(F)c1, Clc1ncnc2nc[nH]c12. Product: Fc1cccc(-c2nc3c(Cl)cccc3cc2CNc2ncnc3[nH]cnc23)c1. RXN SMILES: [CH2:40]([OH:41])[CH2:42][CH2:43][CH3:44].[CH:31]([N:32]([CH2:33][CH3:34])[CH:35]([CH3:36])[CH3:37])([CH3:38])[CH3:39].[Cl:1][c:2]1[cH:3][cH:4][cH:5][c:6]2[cH:7][c:8]([CH2:19][NH2:20])[c:9](-[c:12]3[cH:13][c:14]([F:18])[cH:15][cH:16][cH:17]3)[n:10][c:11]12.[Cl:21][c:22]1[c:23]2[nH:24][cH:25][n:26][c:27]2[n:28][cH:29][n:30]1>>[Cl:1][c:2]1[cH:3][cH:4][cH:5][c:6]2[cH:7][c:8]([CH2:19][NH:20][c:22]3[c:23]4[n:24][cH:25][nH:26][c:27]4[n:28][cH:29][n:30]3)[c:9](-[c:12]3[cH:13][c:14]([F:18])[cH:15][cH:16][cH:17]3)[n:10][c:11]12. Reactants: CCOC(=O)C(Cc1ccc(OCCCOc2ccc(-c3cccc4c3sc3ccccc34)cc2)cc1)OC, [Na+], [OH-]. Yields the product COC(Cc1ccc(OCCCOc2ccc(-c3cccc4c3sc3ccccc34)cc2)cc1)C(=O)O. Reaction SMILES: [CH2:1]([CH3:2])[O:3][C:4]([CH:5]([CH2:6][c:7]1[cH:8][cH:9][c:10]([O:13][CH2:14][CH2:15][CH2:16][O:17][c:18]2[cH:19][cH:20][c:21](-[c:24]3[cH:25][cH:26][cH:27][c:28]4[c:29]3[s:30][c:31]3[c:32]4[cH:33][cH:34][cH:35][cH:36]3)[cH:22][cH:23]2)[cH:11][cH:12]1)[O:37][CH3:38])=[O:39].[Na+:41].[OH-:40]>>[O:3]=[C:4]([CH:5]([CH2:6][c:7]1[cH:8][cH:9][c:10]([O:13][CH2:14][CH2:15][CH2:16][O:17][c:18]2[cH:19][cH:20][c:21](-[c:24]3[cH:25][cH:26][cH:27][c:28]4[c:29]3[s:30][c:31]3[c:32]4[cH:33][cH:34][cH:35][cH:36]3)[cH:22][cH:23]2)[cH:11][cH:12]1)[O:37][CH3:38])[OH:39]. The reactants are COc1cc(-c2nc(C(O)C(OC)c3ccc(N4CCOCC4)cc3)no2)cc(OC)c1Br, CCOCC, ClCCl, [Na+], [Na+], [Na+], O=C([O-])O, O=S([O-])([O-])=S. Yields the product COc1cc(-c2nc(C(=O)C(OC)c3ccc(N4CCOCC4)cc3)no2)cc(OC)c1Br. RXN SMILES: [Br:1][c:2]1[c:3]([O:32][CH3:33])[cH:4][c:5](-[c:10]2[n:11][c:12]([CH:15]([CH:16]([c:17]3[cH:18][cH:19][c:20]([N:23]4[CH2:24][CH2:25][O:26][CH2:27][CH2:28]4)[cH:21][cH:22]3)[O:29][CH3:30])[OH:31])[n:13][o:14]2)[cH:6][c:7]1[O:8][CH3:9].[CH3:37][CH2:38][O:39][CH2:40][CH3:41].[Cl:34][CH2:35][Cl:36].[Na+:46].[Na+:47].[Na+:48].[O-:42][C:43]([OH:44])=[O:45].[O-:49][S:50]([O-:51])(=[S:52])=[O:53]>>[Br:1][c:2]1[c:3]([O:32][CH3:33])[cH:4][c:5](-[c:10]2[n:11][c:12]([C:15]([CH:16]([c:17]3[cH:18][cH:19][c:20]([N:23]4[CH2:24][CH2:25][O:26][CH2:27][CH2:28]4)[cH:21][cH:22]3)[O:29][CH3:30])=[O:31])[n:13][o:14]2)[cH:6][c:7]1[O:8][CH3:9]. Reactants: COc1cc2c3c(c1)[nH]c(=S)n3CCC2, CCO, ClCc1ccc2ccccc2n1, Cl. The product is COc1cc2c3c(c1)nc(SCc1ccc4ccccc4n1)n3CCC2. Reaction SMILES: [CH3:14][O:15][c:16]1[cH:17][c:18]2[c:23]3[n:22]([c:27](=[S:28])[nH:26][c:24]3[cH:25]1)[CH2:21][CH2:20][CH2:19]2.[CH3:29][CH2:30][OH:31].[Cl:2][CH2:3][c:4]1[n:5][c:6]2[cH:7][cH:8][cH:9][cH:10][c:11]2[cH:12][cH:13]1.[ClH:1]>>[CH2:3]([c:4]1[n:5][c:6]2[cH:7][cH:8][cH:9][cH:10][c:11]2[cH:12][cH:13]1)[S:28][c:27]1[n:22]2[c:23]3[c:18]([cH:17][c:16]([O:15][CH3:14])[cH:25][c:24]3[n:26]1)[CH2:19][CH2:20][CH2:21]2. The reactants are CC12CC3(CC(CC(C1)(C3)C)C2)C23CC1CC(CC(C2)C1)C3 (3,5-dimethyl-1,1′-biadamantane), BrC12CC3(CC(CC(C1)C3)C2)C23CC1(CC(CC(C2)C1)(C3)C)C (3′-bromo-3,5-dimethyl-1,1′-biadamantane), BrC12CC3(CC(CC(C1)C3)(C2)C)C (1-bromo-3,5-dimethyladamantane), BrC12CC3(CC(CC(C1)C3)C2)C23CC1(CC(CC(C2)C1)(C3)C)C (3′-bromo-3,5-dimethyl-1,1′-biadamantane), BrC12CC3(CC(CC(C1)C3)C2)C23CC1(CC(CC(C2)C1)(C3)C)C (3′-bromo-3,5-dimethyl-1,1′-biadamantane), BrC12CC3CC(CC(C1)C3)C2 (1-bromoadamantane), BrC12CC3(CC(CC(C1)C3)(C2)C)C (1-bromo-3,5-dimethyladamantane), BrBr (bromine), [Na] (sodium), CC12CC3(CC(CC(C1)(C3)C)C2)C23CC1CC(CC(C2)C1)C3 (3,5-dimethyl-1,1′-biadamantane), CC12CC3(CC(CC(C1)(C3)C)C2)C23CC1CC(CC(C2)C1)C3 (3,5-dimethyl-1,1′-biadamantane). Solvent: C1(=CC(=CC=C1)C)C (m-xylene). Yields the product CC12CC3(CC(CC(C1)(C3)C)C2)C23CC1(CC(CC(C2)C1)C3)C31CC2(CC(CC(C3)C2)(C1)C)C (1,3-bis-(3,5-dimethyl-1-adamantyl)adamantane). Reaction SMILES: BrC12CC3CC(CC(C3)C1)C2.Br[C:13]12[CH2:22][C:17]3([CH3:23])[CH2:18][CH:19]([CH2:21][C:15]([CH3:24])([CH2:16]3)[CH2:14]1)[CH2:20]2.[Na].[CH3:26][C:27]12[CH2:37][CH:31]3[CH2:32][C:33]([CH3:36])([CH2:35][C:29]([C:38]45[CH2:47][CH:42]6[CH2:43][CH:44]([CH2:46][CH:40]([CH2:41]6)[CH2:39]4)[CH2:45]5)([CH2:30]3)[CH2:28]1)[CH2:34]2.BrBr.BrC12CC3CC(CC(C45CC6(C)CC(CC(C)(C6)C4)C5)(C3)C1)C2>C1(C)C=CC=C(C)C=1>[CH3:36][C:33]12[CH2:32][CH:31]3[CH2:37][C:27]([CH3:26])([CH2:28][C:29]([C:38]45[CH2:47][CH:42]6[CH2:41][CH:40]([CH2:46][C:44]([C:19]78[CH2:21][C:15]9([CH3:24])[CH2:14][CH:13]([CH2:22][C:17]([CH3:23])([CH2:16]9)[CH2:18]7)[CH2:20]8)([CH2:43]6)[CH2:45]4)[CH2:39]5)([CH2:30]3)[CH2:35]1)[CH2:34]2 |^1:24|. Reported procedure: In the following manner, 1,3-bis-(3-ethynyl-5,7-dimethyl-1-adamantyl)adamantane (Exemplified compound (D-32) is obtained. Described specifically, a coupling reaction between 1-bromoadamantane and 1-bromo-3,5-dimethyladamantane is caused in m-xylene by the addition of metal sodium, whereby 3,5-dimethyl-1,1′-biadamantane (Compound A4) is prepared. Compound A4 is then brominated with bromine into 3′-bromo-3,5-dimethyl-1,1′-biadamantane (Compound A5). Compound (A5) is reacted with 1-bromo-3,5-dimeth...